From a dataset of the Open Reaction Database (ORD), a public repository of structured organic reaction records. describe an organic reaction: reactants, conditions, products, and yield Starting materials: CO, COC(=O)c1nc(Br)cc(N)c1Cl, [Na+], [OH-]. Yields the product Nc1cc(Br)nc(C(=O)O)c1Cl. Reaction SMILES: [CH3:16][OH:17].[NH2:1][c:2]1[c:3]([Cl:13])[c:4]([C:9](=[O:10])[O:11][CH3:12])[n:5][c:6]([Br:8])[cH:7]1.[Na+:15].[OH-:14]>>[NH2:1][c:2]1[c:3]([Cl:13])[c:4]([C:9](=[O:10])[OH:11])[n:5][c:6]([Br:8])[cH:7]1. The reactants are C(N)(=N)C(CC(C(CC1=CC=CC=C1)NC(=O)C1=NC2=CC=CC=C2N=C1)OC(C)=O)CCC(C)(C)F (acetic acid 3-carbamimidoyl-6-fluoro-6-methyl-1-{2-phenyl-1-[(quinoxaline-2-carbonyl)-amino]-ethyl}-heptyl ester), C([O-])([O-])=O.[K+].[K+] (potassium carbonate). Run in CO (methanol). Reaction conditions: time 5 hour. The product is C(C1=CC=CC=C1)C(C(CC(CCC(C)(C)F)C(N)=N)O)NC(=O)C1=NC2=CC=CC=C2N=C1 (Quinoxaline-2-carboxylic acid (1-benzyl-4-carbamimidoyl-7-fluoro-2-hydroxy-7-methyl-octyl)-amide). Reaction SMILES: [C:1]([CH:4]([CH2:32][CH2:33][C:34]([F:37])([CH3:36])[CH3:35])[CH2:5][CH:6]([O:28]C(=O)C)[CH:7]([NH:15][C:16]([C:18]1[CH:27]=[N:26][C:25]2[C:20](=[CH:21][CH:22]=[CH:23][CH:24]=2)[N:19]=1)=[O:17])[CH2:8][C:9]1[CH:14]=[CH:13][CH:12]=[CH:11][CH:10]=1)(=[NH:3])[NH2:2].C(=O)([O-])[O-].[K+].[K+]>CO>[CH2:8]([CH:7]([NH:15][C:16]([C:18]1[CH:27]=[N:26][C:25]2[C:20](=[CH:21][CH:22]=[CH:23][CH:24]=2)[N:19]=1)=[O:17])[CH:6]([OH:28])[CH2:5][CH:4]([C:1](=[NH:2])[NH2:3])[CH2:32][CH2:33][C:34]([F:37])([CH3:36])[CH3:35])[C:9]1[CH:14]=[CH:13][CH:12]=[CH:11][CH:10]=1 |f:1.2.3|. Procedure details: To a solution of 1.0 equivalents of acetic acid 3-carbamimidoyl-6-fluoro-6-methyl-1-{2-phenyl-1-[(quinoxaline-2-carbonyl)-amino]-ethyl}-heptyl ester in methanol is added 2.0 equivalents of potassium carbonate, stirred for approximately 5 hours, and concentrated. The crude product is dissolved in ethyl acetate and water. The organic layer is then washed with saturated aqueous sodium chloride, dried over sodium sulfate, filtered and concentrated. Chromatography on silica gel gives the title compou... The yield is 64.8%. Procedure: A suspension of methyl 2-chloroisonicotinate (1.00 g, 5.83 mmol), 2-aminopyridine (658 mg, 6.99 mmol), tris(dibenzylideneacetone)dipalladium(0) (107 mg, 0.17 mmol), dicyclohexyl(2′,4′,6′-triisopropylbiphenyl-2-yl)phosphine (139 mg, 0.29 mmol) and tripotassium phosphate (3.09 g, 14.6 mmol) in toluene (30 mL) was heated under reflux under an argon atmosphere overnight. After cooling, the reaction mixture was diluted with ethyl acetate, washed with saturated aqueous sodium hydrogen carbonate soluti... Reactants: ClC=1C=C(C(=O)OC)C=CN1 (methyl 2-chloroisonicotinate), NC1=NC=CC=C1 (2-aminopyridine), P(=O)([O-])([O-])[O-].[K+].[K+].[K+] (tripotassium phosphate). The reagents and catalysts are C=1C=CC(=CC1)/C=C/C(=O)/C=C/C2=CC=CC=C2.C=1C=CC(=CC1)/C=C/C(=O)/C=C/C2=CC=CC=C2.C=1C=CC(=CC1)/C=C/C(=O)/C=C/C2=CC=CC=C2.[Pd].[Pd] (tris(dibenzylideneacetone)dipalladium(0)), C1(CCCCC1)P(C1=C(C=CC=C1)C1=C(C=C(C=C1C(C)C)C(C)C)C(C)C)C1CCCCC1 (dicyclohexyl(2′,4′,6′-triisopropylbiphenyl-2-yl)phosphine). RXN SMILES: Cl[C:2]1[CH:3]=[C:4]([CH:9]=[CH:10][N:11]=1)[C:5]([O:7][CH3:8])=[O:6].[NH2:12][C:13]1[CH:18]=[CH:17][CH:16]=[CH:15][N:14]=1.P([O-])([O-])([O-])=O.[K+].[K+].[K+]>C1(C)C=CC=CC=1.C(OCC)(=O)C.C1C=CC(/C=C/C(/C=C/C2C=CC=CC=2)=O)=CC=1.C1C=CC(/C=C/C(/C=C/C2C=CC=CC=2)=O)=CC=1.C1C=CC(/C=C/C(/C=C/C2C=CC=CC=2)=O)=CC=1.[Pd].[Pd].C1(P(C2CCCCC2)C2C=CC=CC=2C2C(C(C)C)=CC(C(C)C)=CC=2C(C)C)CCCCC1>[N:14]1[CH:15]=[CH:16][CH:17]=[CH:18][C:13]=1[NH:12][C:2]1[CH:3]=[C:4]([CH:9]=[CH:10][N:11]=1)[C:5]([O:7][CH3:8])=[O:6] |f:2.3.4.5,8.9.10.11.12|. Run in C1(=CC=CC=C1)C (toluene), C(C)(=O)OCC (ethyl acetate). Yields the product N1=C(C=CC=C1)NC=1C=C(C(=O)OC)C=CN1 (methyl 2-(2-pyridylamino)isonicotinate). The reactants are Cl (hydrochloric acid), Cl.C(C)OC(N)C=1C=C2C(=NNC2=CC1)C1=CC=C(C=C1)F (ethoxy[3-(4-fluorophenyl)(1H-indazol-5-yl)]methaneamine hydrochloride), NNC(CN1CCC(CC1)O)=O (N-amino-2-(4-hydroxypiperidyl)acetamide), C[O-].[Na+] (sodium methoxide). The solvent is CO (methanol). Run at time 25 minute. The product is FC1=CC=C(C=C1)C1=NNC2=CC=C(C=C12)C=1NC(=NN1)CN1CCC(CC1)O (1-({5-[3-(4-Fluorophenyl)-1H-indazol-5-yl]-4H-1,2,4-triazol-3-yl}methyl)piperidin-4-ol). The yield is 7.3%. As a reaction SMILES: Cl.C(O[CH:5]([C:7]1[CH:8]=[C:9]2[C:13](=[CH:14][CH:15]=1)[NH:12][N:11]=[C:10]2[C:16]1[CH:21]=[CH:20][C:19]([F:22])=[CH:18][CH:17]=1)[NH2:6])C.[NH2:23][NH:24][C:25](=O)[CH2:26][N:27]1[CH2:32][CH2:31][CH:30]([OH:33])[CH2:29][CH2:28]1.C[O-].[Na+].Cl>CO>[F:22][C:19]1[CH:18]=[CH:17][C:16]([C:10]2[C:9]3[C:13](=[CH:14][CH:15]=[C:7]([C:5]4[NH:6][C:25]([CH2:26][N:27]5[CH2:32][CH2:31][CH:30]([OH:33])[CH2:29][CH2:28]5)=[N:24][N:23]=4)[CH:8]=3)[NH:12][N:11]=2)=[CH:21][CH:20]=1 |f:0.1,3.4|. Procedure details: A solution of ethoxy[3-(4-fluorophenyl)(1H-indazol-5-yl)]methaneamine hydrochloride (521 mg, 1.63 mmol), N-amino-2-(4-hydroxypiperidyl)acetamide (850 mg, 4.9 mmol), and sodium methoxide (1.2 mL, 4.9 mmol) in methanol (˜8 mL) was taken up in a sealed tube and allowed to stir at room temperature for 25 minutes and then heated at 95° C. overnight. The reaction was acidified with hydrochloric acid to neutral pH. The product was extracted using ethyl acetate. The material was concentrated and purifie... Reactants: O=C(n1ccnc1)n1ccnc1, CC(C)(C)O, C1CCC2=NCCCN2CC1, COC(=O)c1ccc(C(=O)O)cc1Cl, CN(C)C=O. RXN SMILES: [C:15]([n:16]1[cH:17][cH:18][n:19][cH:20]1)([n:21]1[cH:22][cH:23][n:24][cH:25]1)=[O:26].[C:27]([CH3:28])([CH3:29])([CH3:30])[OH:31].[CH2:32]1[CH2:33][CH2:34][C:35]2=[N:40][CH2:39][CH2:38][CH2:37][N:36]2[CH2:41][CH2:42]1.[Cl:1][c:2]1[cH:3][c:4]([C:5](=[O:6])[OH:7])[cH:8][cH:9][c:10]1[C:11](=[O:12])[O:13][CH3:14].[O:43]=[CH:44][N:45]([CH3:46])[CH3:47]>>[Cl:1][c:2]1[cH:3][c:4]([C:5](=[O:6])[O:7][C:27]([CH3:28])([CH3:29])[CH3:30])[cH:8][cH:9][c:10]1[C:11](=[O:12])[O:13][CH3:14]. Product: COC(=O)c1ccc(C(=O)OC(C)(C)C)cc1Cl. The reactants are FC=1C=C2C(=NC(=NC2=CC1)C1=CC(=C(C(=C1)OC)OC)OC)C(=O)O (6-fluoro-2-(3,4,5-trimethoxyphenyl)quinazoline-4-carboxylic acid), Cl.OC1=C2CCNCC2=CC=C1OC (5-hydroxy-6-methoxy-1,2,3,4-tetrahydroisoquinoline hydrochloride). Product: FC=1C=C2C(=NC(=NC2=CC1)C1=CC(=C(C(=C1)OC)OC)OC)C(=O)N1CC2=CC=C(C(=C2CC1)O)OC (2-[[6-fluoro-2-(3,4,5-trimethoxyphenyl)quinazolin-4-yl]carbonyl]-5-hydroxy-6-methoxy-1,2,3,4-tetrahydroisoquinoline). Yield: 18.6%. As a reaction SMILES: [F:1][C:2]1[CH:3]=[C:4]2[C:9](=[CH:10][CH:11]=1)[N:8]=[C:7]([C:12]1[CH:17]=[C:16]([O:18][CH3:19])[C:15]([O:20][CH3:21])=[C:14]([O:22][CH3:23])[CH:13]=1)[N:6]=[C:5]2[C:24](O)=[O:25].Cl.[OH:28][C:29]1[C:38]([O:39][CH3:40])=[CH:37][CH:36]=[C:35]2[C:30]=1[CH2:31][CH2:32][NH:33][CH2:34]2>>[F:1][C:2]1[CH:3]=[C:4]2[C:9](=[CH:10][CH:11]=1)[N:8]=[C:7]([C:12]1[CH:17]=[C:16]([O:18][CH3:19])[C:15]([O:20][CH3:21])=[C:14]([O:22][CH3:23])[CH:13]=1)[N:6]=[C:5]2[C:24]([N:33]1[CH2:32][CH2:31][C:30]2[C:35](=[CH:36][CH:37]=[C:38]([O:39][CH3:40])[C:29]=2[OH:28])[CH2:34]1)=[O:25] |f:1.2|. Procedure: Reaction of 6-fluoro-2-(3,4,5-trimethoxyphenyl)quinazoline-4-carboxylic acid with 5-hydroxy-6-methoxy-1,2,3,4-tetrahydroisoquinoline hydrochloride gave compound 103 (18.6% yield). 1H NMR (300 MHz, DMSO-d6) δ 2.82 and 2.91 (2t, 2H), 3.56 and 4.02 (2t, 2H), 3.74-3.80 (m, 6H), 3.86 and 3.91 (2s, 6H), 4.45 and 4.90 (2s, 2H), 6.33-6.91 (m, 2H), 7.62-7.86 (m, 3H), 8.00-8.06 (m, 1H), 8.21-8.28 (m, 1H), 8.70 and 8.73 (2s, 1H); MS (ESI) m/z 520 ([M+H]+). Starting materials: BrCc1ccc2cccc(Br)c2n1, C1CCOC1, CN. The product is CNCc1ccc2cccc(Br)c2n1. RXN SMILES: [Br:1][c:2]1[cH:3][cH:4][cH:5][c:6]2[cH:7][cH:8][c:9]([CH2:12][Br:13])[n:10][c:11]12.[CH2:16]1[O:17][CH2:18][CH2:19][CH2:20]1.[CH3:14][NH2:15]>>[Br:1][c:2]1[cH:3][cH:4][cH:5][c:6]2[cH:7][cH:8][c:9]([CH2:12][NH:15][CH3:14])[n:10][c:11]12. Reactants: CC1=CC=C(O1)B(O)O (5-methylfuran-2-boronic acid), CC=1OC=CC1 (2-methylfuran), C([O-])([O-])=O.[Na+].[Na+] (sodium carbonate), NC1=NC(=C(C(=N1)O)[N+](=O)[O-])Cl (2-amino-6-chloro-5-nitro-4-pyrimidinol). Reagents/catalysts: C=1C=CC(=CC1)[P](C=2C=CC=CC2)(C=3C=CC=CC3)[Pd]([P](C=4C=CC=CC4)(C=5C=CC=CC5)C=6C=CC=CC6)([P](C=7C=CC=CC7)(C=8C=CC=CC8)C=9C=CC=CC9)[P](C=1C=CC=CC1)(C=1C=CC=CC1)C=1C=CC=CC1 (Tetrakis(triphenylphosphine)palladium). Solvent: C1CCOC1 (THF), C(C)(=O)OCC (ethyl acetate), O1CCCC1 (tetrahydrofuran). Reaction conditions: temperature 22 celsius. The product is NC1=NC(=C(C(=N1)O)[N+](=O)[O-])C=1OC(=CC1)C (2-Amino-6-(5-methyl-2-furyl)-5-nitro-4-pyrimidinol). As a reaction SMILES: C(=O)([O-])[O-].[Na+].[Na+].[NH2:7][C:8]1[N:13]=[C:12]([OH:14])[C:11]([N+:15]([O-:17])=[O:16])=[C:10](Cl)[N:9]=1.[CH3:19][C:20]1[O:24][C:23](B(O)O)=[CH:22][CH:21]=1.CC1OC=CC=1>C1COCC1.C1C=CC([P]([Pd]([P](C2C=CC=CC=2)(C2C=CC=CC=2)C2C=CC=CC=2)([P](C2C=CC=CC=2)(C2C=CC=CC=2)C2C=CC=CC=2)[P](C2C=CC=CC=2)(C2C=CC=CC=2)C2C=CC=CC=2)(C2C=CC=CC=2)C2C=CC=CC=2)=CC=1.C(OCC)(=O)C>[NH2:7][C:8]1[N:13]=[C:12]([OH:14])[C:11]([N+:15]([O-:17])=[O:16])=[C:10]([C:23]2[O:24][C:20]([CH3:19])=[CH:21][CH:22]=2)[N:9]=1 |f:0.1.2,^1:42,44,63,82|. Reported procedure: A biphasic solvent mixture of 1100 mL (22 volumes) tetrahydrofuran and 550 mL (11 volumes) of aqueous sodium carbonate solution was stirred at 22° C. in a 3000 mL three-necked round-bottomed flask. To this, 2-amino-6-chloro-5-nitro-4-pyrimidinol (11) was added portionwise. The resulting yellow solution was treated with a solution of 5-methylfuran-2-boronic acid in ca. 30 mL THF (0.43 mol, 2 eq 2-methylfuran initially). Tetrakis(triphenylphosphine)palladium (0) (5%, 0.0072 moles, 8.32 g) was adde... Reactants: CC(C)(C)OC(=O)N1CCC(OS(C)(=O)=O)C1, CC1(C)OB(c2cn[nH]c2)OC1(C)C, CN(C)C=O. The product is CC(C)(C)OC(=O)N1CCC(n2cc(B3OC(C)(C)C(C)(C)O3)cn2)C1. Reaction SMILES: [C:15]([CH3:16])([CH3:17])([CH3:18])[O:19][C:20](=[O:21])[N:22]1[CH2:23][CH:24]([O:27][S:28]([CH3:29])(=[O:30])=[O:31])[CH2:25][CH2:26]1.[CH3:1][C:2]1([CH3:14])[O:3][B:4]([c:9]2[cH:10][n:11][nH:12][cH:13]2)[O:5][C:6]1([CH3:7])[CH3:8].[O:32]=[CH:33][N:34]([CH3:35])[CH3:36]>>[CH3:1][C:2]1([CH3:14])[O:3][B:4]([c:9]2[cH:10][n:11][n:12]([CH:24]3[CH2:23][N:22]([C:20]([O:19][C:15]([CH3:16])([CH3:17])[CH3:18])=[O:21])[CH2:26][CH2:25]3)[cH:13]2)[O:5][C:6]1([CH3:7])[CH3:8].